This data is from the Open Reaction Database (ORD), a public repository of structured organic reaction records. The task is: describe an organic reaction: reactants, conditions, products, and yield The reactants are N1N=CC(=C1)C=1C2=C(N=CN1)N(C=C2)COCC[Si](C)(C)C (4-(1H-pyrazol-4-yl)-7-{[2-(trimethylsilyl)ethoxy]methyl}-7H-pyrrolo[2,3-d]pyrimidine), C(#N)C=C1CN(C1)[C@@H]1[C@@H](CN(CC1)C(=O)OC(C)(C)C)OC (tert-butyl cis-4-[3-(cyanomethylene)azetidin-1-yl]-3-methoxypiperidine-1-carboxylate), N12CCCCCC2=NCCC1 (1,8-diazabicyclo[5.4.0]undec-7-ene), HCl. Solvent: C(C)#N (acetonitrile), O1CCOCC1 (dioxane), C1CCOC1 (THF). Conditions: time 5 minute. Yields the product CO[C@@H]1CNCC[C@@H]1N1CC(C1)(N1N=CC(=C1)C=1C2=C(N=CN1)N(C=C2)COCC[Si](C)(C)C)CC#N (cis-{1-[3-Methoxypiperidin-4-yl]-3-[4-(7-{[2-(trimethylsilyl)ethoxy]methyl}-7H-pyrrolo[2,3-d]pyrimidin-4-yl)-1H-pyrazol-1-yl]azetidin-3-yl}acetonitrile). Yield: 84.4%. As a reaction SMILES: [NH:1]1[CH:5]=[C:4]([C:6]2[C:7]3[CH:14]=[CH:13][N:12]([CH2:15][O:16][CH2:17][CH2:18][Si:19]([CH3:22])([CH3:21])[CH3:20])[C:8]=3[N:9]=[CH:10][N:11]=2)[CH:3]=[N:2]1.[C:23]([CH:25]=[C:26]1[CH2:29][N:28]([C@H:30]2[CH2:35][CH2:34][N:33](C(OC(C)(C)C)=O)[CH2:32][C@H:31]2[O:43][CH3:44])[CH2:27]1)#[N:24].N12CCCN=C1CCCCC2>C(#N)C.C1COCC1.O1CCOCC1>[CH3:44][O:43][C@H:31]1[C@@H:30]([N:28]2[CH2:29][C:26]([CH2:25][C:23]#[N:24])([N:1]3[CH:5]=[C:4]([C:6]4[C:7]5[CH:14]=[CH:13][N:12]([CH2:15][O:16][CH2:17][CH2:18][Si:19]([CH3:22])([CH3:21])[CH3:20])[C:8]=5[N:9]=[CH:10][N:11]=4)[CH:3]=[N:2]3)[CH2:27]2)[CH2:35][CH2:34][NH:33][CH2:32]1. Reported procedure: To a solution of 4-(1H-pyrazol-4-yl)-7-{[2-(trimethylsilyl)ethoxy]methyl}-7H-pyrrolo[2,3-d]pyrimidine (0.256 g, 0.812 mmol) in acetonitrile (10 mL) were added tert-butyl cis-4-[3-(cyanomethylene)azetidin-1-yl]-3-methoxypiperidine-1-carboxylate (0.20 g, 0.68 mmol) and 1,8-diazabicyclo[5.4.0]undec-7-ene (0.152 mL, 1.02 mmol). After being stirred at room temperature for 5 minutes, the reaction mixture became a clear solution. Stirring was continued at room temperature overnight. LC-MS indicated the... Run at time 8 hour. Isolated yield 58.0%. Starting materials: BrCC(=O)NC1[C@@H]2N(C=C(C(S2)C(=O)O)CNC(C2=C(C=CC=C2Cl)Cl)=O)C1=O (7-bromoacetamido-3-(2,6-dichlorobenzoylamino)methylceph-3-em-carboxylic acid), C([O-])([O-])=O.[K+].[K+] (potassium carbonate), C1(=CC=CC=C1)C=1OC(=NN1)S (2-phenyl-5-mercapto-1,3,4-oxadiazole), CN(C=O)C (dimethyl formamide). The solvent is CCOCC (ether). Reported procedure: 1.0 g. of 7-bromoacetamido-3-(2,6-dichlorobenzoylamino)methylceph-3-em-carboxylic acid and 0.36 g. of 2-phenyl-5-mercapto-1,3,4-oxadiazole were dissolved in 10 ml. of dimethyl formamide and 0.28 g. of calcinated potassium carbonate were added. The reaction mixture was stirred at room temperature for 8 hours, 30 ml. of ether were added, the precipitate was filtered off and dissolved in 30 ml. of water. The solution was adjusted to pH 5 by adding dilute sulphuric acid and extracted with 20 ml. of ... The product is C1(=CC=CC=C1)C=1OC(=NN1)SCC(=O)NC1[C@@H]2N(C(=C(CS2)CNC(C2=C(C=CC=C2Cl)Cl)=O)C(=O)O)C1=O (7-(2-phenyl-1,3,4-oxadiazole-5-ylthio)acetamido-3-(2,6-dichlorobenzoylamino)methylceph-3-em-4-carboxylic acid). RXN SMILES: Br[CH2:2][C:3]([NH:5][CH:6]1[C:28](=[O:29])[N:8]2[CH:9]=[C:10]([CH2:16][NH:17][C:18](=[O:27])[C:19]3[C:24]([Cl:25])=[CH:23][CH:22]=[CH:21][C:20]=3[Cl:26])[CH:11](C(O)=O)[S:12][C@H:7]12)=[O:4].[C:30]1([C:36]2[O:37][C:38]([SH:41])=[N:39][N:40]=2)[CH:35]=[CH:34][CH:33]=[CH:32][CH:31]=1.CN(C)C=O.[C:47](=O)([O-:49])[O-:48].[K+].[K+]>CCOCC>[C:30]1([C:36]2[O:37][C:38]([S:41][CH2:2][C:3]([NH:5][CH:6]3[C:28](=[O:29])[N:8]4[C:9]([C:47]([OH:49])=[O:48])=[C:10]([CH2:16][NH:17][C:18](=[O:27])[C:19]5[C:20]([Cl:26])=[CH:21][CH:22]=[CH:23][C:24]=5[Cl:25])[CH2:11][S:12][C@H:7]34)=[O:4])=[N:39][N:40]=2)[CH:31]=[CH:32][CH:33]=[CH:34][CH:35]=1 |f:3.4.5|. Reactants: amine, C(C)(C)N(C(C)C)CC (N,N-diisopropylethylamine), FC1=C(C=CC=C1)C=1C=NC(=NC1)N1C=C(C2=CC=C(C=C12)C(=O)O)C (1-(5-(2-fluorophenyl)pyrimidin-2-yl)-3-methyl-1H-indole-6-carboxylic acid), OC=1SC2=C(N1)C=CC=C2 (hydroxybenzothiazol), C(O)([O-])=O.[Na+] (sodium hydrogen carbonate). The solvent is ClCCl (dichloromethane). Run at time 15 minute. The product is FC1=C(C=CC=C1)C=1C=NC(=NC1)N1C=C(C2=CC=C(C=C12)C(=O)N1CC(NCC1)=O)C (4-(1-(5-(2-Fluorophenyl)pyrimidin-2-yl)-3-methyl-1H-indole-6-carbonyl)piperazin-2-one). As a reaction SMILES: [CH:1]([N:4](CC)C(C)C)(C)C.[F:10][C:11]1[CH:16]=[CH:15][CH:14]=[CH:13][C:12]=1[C:17]1[CH:18]=[N:19][C:20]([N:23]2[C:31]3[C:26](=[CH:27][CH:28]=[C:29]([C:32]([OH:34])=O)[CH:30]=3)[C:25]([CH3:35])=[CH:24]2)=[N:21][CH:22]=1.[OH:36][C:37]1SC2C=CC=[CH:42][C:40]=2[N:41]=1.C(=O)([O-])O.[Na+]>ClCCl>[F:10][C:11]1[CH:16]=[CH:15][CH:14]=[CH:13][C:12]=1[C:17]1[CH:18]=[N:19][C:20]([N:23]2[C:31]3[C:26](=[CH:27][CH:28]=[C:29]([C:32]([N:4]4[CH2:42][CH2:40][NH:41][C:37](=[O:36])[CH2:1]4)=[O:34])[CH:30]=3)[C:25]([CH3:35])=[CH:24]2)=[N:21][CH:22]=1 |f:3.4|. Reported procedure: EDCxHCl (150 μmol) and N,N-diisopropylethylamine (380 μmol) were added to a solution of 1-(5-(2-fluorophenyl)pyrimidin-2-yl)-3-methyl-1H-indole-6-carboxylic acid (100 μmol) and hydroxybenzothiazol (30 μmol) in dichloromethane (4 mL) and the mixture was stirred for 15 min at room temperature. The appropriate amine (125 μmol) was added and the reaction mixture was stirred for 16 h at room temperature. The reaction was stopped by addition of saturated sodium hydrogen carbonate solution (2.5 mL) and... Starting materials: COCCOC1(C(=O)O)CCN(C(=O)OC(C)(C)C)CC1, CN(C)C(=O)Oc1cccc(N)c1, O=C(Cl)C(=O)Cl, CC(Cl)Cl, ClCCl, CN(C)C=O, c1ccncc1. Yields the product COCCOC1(C(=O)Nc2cccc(OC(=O)N(C)C)c2)CCN(C(=O)OC(C)(C)C)CC1. Reaction SMILES: [C:1]([CH3:2])([CH3:3])([CH3:4])[O:5][C:6](=[O:7])[N:8]1[CH2:9][CH2:10][C:11]([C:14](=[O:15])[OH:16])([O:17][CH2:18][CH2:19][O:20][CH3:21])[CH2:12][CH2:13]1.[CH3:34][N:35]([C:36]([O:37][c:38]1[cH:39][c:40]([NH2:44])[cH:41][cH:42][cH:43]1)=[O:45])[CH3:46].[Cl:28][C:29]([C:30]([Cl:31])=[O:32])=[O:33].[Cl:47][CH:48]([Cl:49])[CH3:50].[Cl:51][CH2:52][Cl:53].[O:54]=[CH:55][N:56]([CH3:57])[CH3:58].[cH:22]1[cH:23][cH:24][n:25][cH:26][cH:27]1>>[C:1]([CH3:2])([CH3:3])([CH3:4])[O:5][C:6](=[O:7])[N:8]1[CH2:9][CH2:10][C:11]([C:14](=[O:16])[NH:44][c:40]2[cH:39][c:38]([O:37][C:36]([N:35]([CH3:34])[CH3:46])=[O:45])[cH:43][cH:42][cH:41]2)([O:17][CH2:18][CH2:19][O:20][CH3:21])[CH2:12][CH2:13]1. The reactants are [BH4-], NC(=O)COCC1CC(O)CN1C(=O)OCc1ccc([N+](=O)[O-])cc1, CO, Cl, [Na+], C1CCOC1. Yields the product NCCOCC1CC(O)CN1C(=O)OCc1ccc([N+](=O)[O-])cc1. As a reaction SMILES: [BH4-:1].[C:3]([NH2:4])(=[O:5])[CH2:6][O:7][CH2:8][CH:9]1[N:10]([C:15](=[O:16])[O:17][CH2:18][c:19]2[cH:20][cH:21][c:22]([N+:25](=[O:26])[O-:27])[cH:23][cH:24]2)[CH2:11][CH:12]([OH:14])[CH2:13]1.[CH3:28][OH:29].[ClH:30].[Na+:2].[O:31]1[CH2:32][CH2:33][CH2:34][CH2:35]1>>[CH2:3]([NH2:4])[CH2:6][O:7][CH2:8][CH:9]1[N:10]([C:15](=[O:16])[O:17][CH2:18][c:19]2[cH:20][cH:21][c:22]([N+:25](=[O:26])[O-:27])[cH:23][cH:24]2)[CH2:11][CH:12]([OH:14])[CH2:13]1.